From a dataset of the Open Reaction Database (ORD), a public repository of structured organic reaction records. describe an organic reaction: reactants, conditions, products, and yield Starting materials: CC(C)COc1ccccc1O, CCO, CC(C)N(CCCl)C(C)C, Cl, [Na]. Yields the product CC(C)COc1ccccc1OCCN(C(C)C)C(C)C. RXN SMILES: [CH2:2]([CH:3]([CH3:4])[CH3:5])[O:6][c:7]1[c:8]([OH:13])[cH:9][cH:10][cH:11][cH:12]1.[CH3:25][CH2:26][OH:27].[CH:15]([CH3:16])([CH3:17])[N:18]([CH:19]([CH3:20])[CH3:21])[CH2:22][CH2:23][Cl:24].[ClH:14].[Na:1]>>[CH2:2]([CH:3]([CH3:4])[CH3:5])[O:6][c:7]1[c:8]([O:13][CH2:23][CH2:22][N:18]([CH:15]([CH3:16])[CH3:17])[CH:19]([CH3:20])[CH3:21])[cH:9][cH:10][cH:11][cH:12]1. Starting materials: C#CC(O)c1cc(OCc2ccc(C)cc2)c2c(c1)C(C)(C)CCC2(C)C, I[Cu]I, O=C(O)c1ccc(I)cc1. The product is Cc1ccc(COc2cc(C(O)C#Cc3ccc(C(=O)O)cc3)cc3c2C(C)(C)CCC3(C)C)cc1. RXN SMILES: [CH3:1][C:2]1([CH3:27])[c:3]2[c:4]([O:18][CH2:19][c:20]3[cH:21][cH:22][c:23]([CH3:26])[cH:24][cH:25]3)[cH:5][c:6]([CH:14]([C:15]#[CH:16])[OH:17])[cH:7][c:8]2[C:9]([CH3:12])([CH3:13])[CH2:10][CH2:11]1.[Cu:38]([I:39])[I:40].[I:28][c:29]1[cH:30][cH:31][c:32]([C:33](=[O:34])[OH:35])[cH:36][cH:37]1>>[CH3:1][C:2]1([CH3:27])[c:3]2[c:4]([O:18][CH2:19][c:20]3[cH:21][cH:22][c:23]([CH3:26])[cH:24][cH:25]3)[cH:5][c:6]([CH:14]([C:15]#[C:16][c:29]3[cH:30][cH:31][c:32]([C:33](=[O:34])[OH:35])[cH:36][cH:37]3)[OH:17])[cH:7][c:8]2[C:9]([CH3:12])([CH3:13])[CH2:10][CH2:11]1. Reactants: NCC=1C=C(C=C(C1)C(=C)C)NC(OC)=O (methyl 3-(aminomethyl)-5-(prop-1-en-2-yl)phenylcarbamate). The reagents and catalysts are [Pd] (Pd/C). Run in CO (MeOH), CCOC(=O)C (EtOAc). Run at time 16 hour. Product: NCC=1C=C(C=C(C1)C(C)C)NC(OC)=O (methyl 3-(aminomethyl)-5-isopropylphenylcarbamate). Reaction SMILES: [NH2:1][CH2:2][C:3]1[CH:4]=[C:5]([NH:12][C:13](=[O:16])[O:14][CH3:15])[CH:6]=[C:7]([C:9]([CH3:11])=[CH2:10])[CH:8]=1>CO.CCOC(C)=O.[Pd]>[NH2:1][CH2:2][C:3]1[CH:4]=[C:5]([NH:12][C:13](=[O:16])[O:14][CH3:15])[CH:6]=[C:7]([CH:9]([CH3:11])[CH3:10])[CH:8]=1. Procedure details: A mixture of about 92 mg of crude methyl 3-(aminomethyl)-5-(prop-1-en-2-yl)phenylcarbamate and 17.6 mg of 10% Pd/C in 7 mL of MeOH and 2 mL of EtOAc was stirred at r.t. under H2 balloon for 16 h. The mixture was filtered through Celite and concentrated to give the amine product which was used without further purification. The reactants are S1C(=CC=C1)S(=O)(=O)NC=1C=CC=C2C=C(NC12)C(=O)N (7-[(2-thienylsulfonyl)amino]-1H-indole-2-carboxamide), FC(C(=O)OC(C(F)(F)F)=O)(F)F (trifluoroacetic anhydride). Run in N1=CC=CC=C1 (pyridine). Reaction conditions: time 1 hour. Product: C(#N)C=1NC2=C(C=CC=C2C1)NS(=O)(=O)C=1SC=CC1 (N-(2-Cyano-1H-indol-7-yl)thiophene-2-sulfonamide). The yield is 92.0%. Reaction SMILES: [S:1]1[CH:5]=[CH:4][CH:3]=[C:2]1[S:6]([NH:9][C:10]1[CH:11]=[CH:12][CH:13]=[C:14]2[C:18]=1[NH:17][C:16]([C:19]([NH2:21])=O)=[CH:15]2)(=[O:8])=[O:7].FC(F)(F)C(OC(=O)C(F)(F)F)=O>N1C=CC=CC=1>[C:19]([C:16]1[NH:17][C:18]2[C:14]([CH:15]=1)=[CH:13][CH:12]=[CH:11][C:10]=2[NH:9][S:6]([C:2]1[S:1][CH:5]=[CH:4][CH:3]=1)(=[O:7])=[O:8])#[N:21]. Procedure details: To a mixture of 7-[(2-thienylsulfonyl)amino]-1H-indole-2-carboxamide (4.65 g) and pyridine (20 mL) was slowly added trifluoroacetic anhydride (4.50 mL) at 0° C., and the mixture was stirred for 1 hr. The reaction mixture was concentrated, 10% aqueous citric acid solution was added, and the resulting crystals were filtrated, washed with water and dried. The obtained crystals were subjected to silica gel column chromatography, and eluted with tetrahydrofuran-hexane (2:3, volume ratio). The eluate ...